From a dataset of the Open Reaction Database (ORD), a public repository of structured organic reaction records. describe an organic reaction: reactants, conditions, products, and yield Starting materials: BrC=1C=C(C=CC1)N1C=NC2=C1C=CC(=C2)C(=O)NCC=2C=NC=CC2 (1-(3-bromophenyl)-N-pyridin-3-ylmethyl-1H-benzimidazole-5-carboxamide), C(#N)C1=CC=C(C=C1)B(O)O (4-cyanophenylboronic acid). Reagents/catalysts: C=1C=CC(=CC1)[P](C=2C=CC=CC2)(C=3C=CC=CC3)[Pd]([P](C=4C=CC=CC4)(C=5C=CC=CC5)C=6C=CC=CC6)([P](C=7C=CC=CC7)(C=8C=CC=CC8)C=9C=CC=CC9)[P](C=1C=CC=CC1)(C=1C=CC=CC1)C=1C=CC=CC1 (Pd(PPh3)4). Conditions: time 10 minute. The product is C(#N)C1=CC=C(C=C1)C1=CC(=CC=C1)N1C=NC2=C1C=CC(=C2)C(=O)NCC=2C=NC=CC2 (1-(4′-cyano-1,1′-biphenyl-3-yl)-N-pyridin-3-ylmethyl-1H-benzimidazole-5-carboxamide). Isolated yield 22.0%. RXN SMILES: Br[C:2]1[CH:3]=[C:4]([N:8]2[C:12]3[CH:13]=[CH:14][C:15]([C:17]([NH:19][CH2:20][C:21]4[CH:22]=[N:23][CH:24]=[CH:25][CH:26]=4)=[O:18])=[CH:16][C:11]=3[N:10]=[CH:9]2)[CH:5]=[CH:6][CH:7]=1.[C:27]([C:29]1[CH:34]=[CH:33][C:32](B(O)O)=[CH:31][CH:30]=1)#[N:28]>C1C=CC([P]([Pd]([P](C2C=CC=CC=2)(C2C=CC=CC=2)C2C=CC=CC=2)([P](C2C=CC=CC=2)(C2C=CC=CC=2)C2C=CC=CC=2)[P](C2C=CC=CC=2)(C2C=CC=CC=2)C2C=CC=CC=2)(C2C=CC=CC=2)C2C=CC=CC=2)=CC=1>[C:27]([C:29]1[CH:34]=[CH:33][C:32]([C:2]2[CH:7]=[CH:6][CH:5]=[C:4]([N:8]3[C:12]4[CH:13]=[CH:14][C:15]([C:17]([NH:19][CH2:20][C:21]5[CH:22]=[N:23][CH:24]=[CH:25][CH:26]=5)=[O:18])=[CH:16][C:11]=4[N:10]=[CH:9]3)[CH:3]=2)=[CH:31][CH:30]=1)#[N:28] |^1:41,43,62,81|. Procedure: A flask containing a mixture of 1-(3-bromophenyl)-N-pyridin-3-ylmethyl-1H-benzimidazole-5-carboxamide (prepared according to the general procedures described above, 80 mg, 0.20 mmol) and 4-cyanophenylboronic acid (57 mg, 0.39 mmol) was evacuated and refilled with N2 (2×). To this was added Pd(PPh3)4 (34 mg, 0.029 mmol) in one portion with minimum exposure to air. The flask was again evacuated and refilled with N2 (3×). Degassed solutions of DME-EtOH (4:1 v/v, 2 mL) and aq Na2CO3 (2M, 0.6 mL) wer... The reactants are C(=O)(O)C12CCC(CC1)(CC2)NCC(=O)N2[C@@H](C[C@@H](C2)F)C#N ((2S,4S)-1-[[N-(4-carboxybicyclo[2.2.2]oct-1-yl)amino]acetyl]-4-fluoropyrrolidine-2-carbonitrile), NC=1SC=C(N1)C1=NC=CC=C1 (2-amino-4-(2-pyridyl)thiazole). The product is F[C@H]1C[C@H](N(C1)C(CNC12CCC(CC1)(CC2)C(=O)NC=2SC=C(N2)C2=NC=CC=C2)=O)C#N ((2S,4S)-4-fluoro-1-[[N-[4-[N-[4-(2-pyridyl)thiazol-2-yl]amino]carbonylbicyclo[2.2.2]oct-1-yl]amino]acetyl)pyrrolidine-2-carbonitrile). Yield: 15.5%. RXN SMILES: [C:1]([C:4]12[CH2:11][CH2:10][C:7]([NH:12][CH2:13][C:14]([N:16]3[CH2:20][C@@H:19]([F:21])[CH2:18][C@H:17]3[C:22]#[N:23])=[O:15])([CH2:8][CH2:9]1)[CH2:6][CH2:5]2)(O)=[O:2].[NH2:24][C:25]1[S:26][CH:27]=[C:28]([C:30]2[CH:35]=[CH:34][CH:33]=[CH:32][N:31]=2)[N:29]=1>>[F:21][C@@H:19]1[CH2:20][N:16]([C:14](=[O:15])[CH2:13][NH:12][C:7]23[CH2:8][CH2:9][C:4]([C:1]([NH:24][C:25]4[S:26][CH:27]=[C:28]([C:30]5[CH:35]=[CH:34][CH:33]=[CH:32][N:31]=5)[N:29]=4)=[O:2])([CH2:11][CH2:10]2)[CH2:5][CH2:6]3)[C@H:17]([C:22]#[N:23])[CH2:18]1. Procedure details: In a similar manner to Example 87, (2S,4S)-1-[[N-(4-carboxybicyclo[2.2.2]oct-1-yl)amino]acetyl]-4-fluoropyrrolidine-2-carbonitrile (50.0 mg) and 2-amino-4-(2-pyridyl)thiazole (60.3 mg) were used to obtain (2S,4S)-4-fluoro-1-[[N-[4-[N-[4-(2-pyridyl)thiazol-2-yl]amino]carbonylbicyclo[2.2.2]oct-1-yl]amino]acetyl)pyrrolidine-2-carbonitrile (11.6 mg). RXN SMILES: C[O:2][C:3](=[O:18])[C:4]1[CH:9]=[CH:8][CH:7]=[C:6]([CH:10]=[CH:11][C:12]2[CH:17]=[CH:16][CH:15]=[CH:14][CH:13]=2)[CH:5]=1.[OH-].[Na+].Cl>CCO>[CH:10]([C:6]1[CH:5]=[C:4]([CH:9]=[CH:8][CH:7]=1)[C:3]([OH:18])=[O:2])=[CH:11][C:12]1[CH:13]=[CH:14][CH:15]=[CH:16][CH:17]=1 |f:1.2|. Product: C(=CC1=CC=CC=C1)C=1C=C(C(=O)O)C=CC1 (3-Styryl-benzoic acid). Procedure: 74A (357 mg, 1.5 mmol) was suspended in EtOH (2 mL) and aqueous NaOH (1 M, 6 mL) and was heated to 80° C. for thirty minutes. Upon cooling to room temperature, the solution was acidified with HCl (concentrated), was cooled to 0° C., and was filtered. The white crystalline precipitate was dried under vacuum (303 mg, 90%). NMR 1H (ppm, CDCl3): 8.26 (s, 1H), 7.99 (d, J3=7.7 Hz, 1H), 7.73 (d, J3=8.2 Hz, 1H), 7.53 (d, J3=7.3 Hz, 2H), 7.46 (td, J3=7.7 Hz, J4=2.2 Hz, 1H), 7.37 (t, J3=7.4 Hz, 2H), 7.30-... Solvent: CCO (EtOH). Reactants: COC(C1=CC(=CC=C1)C=CC1=CC=CC=C1)=O (3-Styryl-benzoic acid methyl ester), [OH-].[Na+] (NaOH), Cl (HCl). The reactants are Cl.NC(=N)N (guanidine hydrochloride), CC(=O)C(C(=O)OCC)CC=C(C)C1=C(C=CC(=C1)Cl)Cl (ethyl 2-methylcarbonyl-5-(2,5-dichlorophenyl)-4-hexenoate), [H-].[Na+] (sodium hydride). The solvent is C(C)O (ethanol), C(C)O (ethanol). Conditions: time 18 hour. Product: NC1=NC(=C(C(=N1)O)CC=C(C)C1=C(C=CC(=C1)Cl)Cl)C (2-amino-4-hydroxy-6-methyl-5-[3-(2,5-dichlorophenyl)-2-butenyl]pyrimidine). Yield: 96.6%. As a reaction SMILES: [CH3:1][C:2]([CH:4]([CH2:10][CH:11]=[C:12]([C:14]1[CH:19]=[C:18]([Cl:20])[CH:17]=[CH:16][C:15]=1[Cl:21])[CH3:13])[C:5](OCC)=[O:6])=O.Cl.[NH2:23][C:24]([NH2:26])=[NH:25].[H-].[Na+]>C(O)C>[NH2:26][C:24]1[N:25]=[C:5]([OH:6])[C:4]([CH2:10][CH:11]=[C:12]([C:14]2[CH:19]=[C:18]([Cl:20])[CH:17]=[CH:16][C:15]=2[Cl:21])[CH3:13])=[C:2]([CH3:1])[N:23]=1 |f:1.2,3.4|. Reported procedure: Under a nitrogen atmosphere, a solution of 5.0 grams (0.015 mole) of ethyl 2-methylcarbonyl-5-(2,5-dichlorophenyl)-4-hexenoate in 70 mL of ethanol is stirred, and 3.1 grams (0.032 mole) of guanidine hydrochloride is added. To this is then added dropwise a mixture of 1.5 grams (0.038 mole) of sodium hydride (60% in mineral oil) in 30 mL of ethanol. Upon completion of addition, the reaction mixture is warmed to reflux where it is stirred for about 18 hours. After this time the reaction mixture is ... Reactants: FC1=CC(=NC=C1C=1C=NN(C1)C)N (4-fluoro-5-(1-methyl-1H-pyrazol-4-yl)pyridin-2-amine), C1CC(=O)N(C1=O)Br (NBS). Run in C(C)#N (acetonitrile). Conditions: temperature 0 celsius, time 20 minute. Yields the product BrC=1C(=NC=C(C1F)C=1C=NN(C1)C)N (3-bromo-4-fluoro-5-(1-methyl-1H-pyrazol-4-yl)pyridin-2-amine). Yield: 14.2%. Reaction SMILES: [F:1][C:2]1[C:7]([C:8]2[CH:9]=[N:10][N:11]([CH3:13])[CH:12]=2)=[CH:6][N:5]=[C:4]([NH2:14])[CH:3]=1.C1C(=O)N([Br:22])C(=O)C1>C(#N)C>[Br:22][C:3]1[C:4]([NH2:14])=[N:5][CH:6]=[C:7]([C:8]2[CH:9]=[N:10][N:11]([CH3:13])[CH:12]=2)[C:2]=1[F:1]. Procedure details: To a solution of 4-fluoro-5-(1-methyl-1H-pyrazol-4-yl)pyridin-2-amine (150 mg, 0.780 mmol) in acetonitrile (7. 805 mL) was added NBS (142 mg, 0.796 mmol) in three portions at 0° C. The reaction mixture was stirred at 0° C. for 20 min. LCMS showed the reaction complete. After quenched with sat Na2SO3 and NaHCO3, stirred for 30 min. The reaction mixture was extracted with EtOAc 3 times. Filtered out solid. The solid was not the desired product. The EtOAc layers were washed by sat NaHCO3, water and... Starting materials: CC(C)(C)[Si](C)(C)OCc1ccccc1-c1ccc2nc(Cl)cn2c1, CC(=O)[O-], CC(=O)[O-], Cc1ccccc1, CCO, COc1cccc(OC)c1-c1ccccc1P(C1CCCCC1)C1CCCCC1, [K+], [K+], [K+], O=P([O-])([O-])[O-], [Pd+2], OB(O)c1ccoc1. The product is CC(C)(C)[Si](C)(C)OCc1ccccc1-c1ccc2nc(-c3ccoc3)cn2c1. As a reaction SMILES: [C:46]([CH3:47])([CH3:48])([CH3:49])[Si:50]([O:51][CH2:52][c:53]1[c:54](-[c:59]2[cH:60][cH:61][c:62]3[n:63]([cH:64]2)[cH:65][c:66]([Cl:68])[n:67]3)[cH:55][cH:56][cH:57][cH:58]1)([CH3:69])[CH3:70].[C:78]([O-:79])(=[O:80])[CH3:81].[C:83]([O-:84])(=[O:85])[CH3:86].[CH3:71][c:72]1[cH:73][cH:74][cH:75][cH:76][cH:77]1.[CH3:87][CH2:88][OH:89].[CH:1]1([P:2]([CH:3]2[CH2:4][CH2:5][CH2:6][CH2:7][CH2:8]2)[c:9]2[cH:10][cH:11][cH:12][cH:13][c:14]2-[c:15]2[c:16]([O:17][CH3:18])[cH:19][cH:20][cH:21][c:22]2[O:23][CH3:24])[CH2:25][CH2:26][CH2:27][CH2:28][CH2:29]1.[K+:35].[K+:36].[K+:37].[P:30]([O-:31])([O-:32])([O-:33])=[O:34].[Pd+2:82].[o:38]1[cH:39][c:40]([B:43]([OH:44])[OH:45])[cH:41][cH:42]1>>[o:38]1[cH:39][c:40](-[c:66]2[cH:65][n:63]3[c:62]([cH:61][cH:60][c:59](-[c:54]4[c:53]([CH2:52][O:51][Si:50]([C:46]([CH3:47])([CH3:48])[CH3:49])([CH3:69])[CH3:70])[cH:58][cH:57][cH:56][cH:55]4)[cH:64]3)[n:67]2)[cH:41][cH:42]1. Procedure details: 2-(4-Fluorophenyl)-1-(2-cyclopentylamino-4-pyrimidinyl)-5-chloroimidazo[4,5-b]pyridine (50 mg 0.12 mmol), vinyltributylstannane (4.3 ml 0.15 mmol) and PdCl2(PPh3)2 (8.6 mg 0.01 mmol) are dissolved in xylene (1 ml) and heated to 160° C. for 1 h under argon. The reaction mixture is purified over SiO2 (acetone/hexanes 15/85) to yield the title compound as colorless crystals (42 mg 86%) The reactants are FC1=CC=C(C=C1)C=1N(C=2C(=NC(=CC2)Cl)N1)C1=NC(=NC=C1)NC1CCCC1 (2-(4-Fluorophenyl)-1-(2-cyclopentylamino-4-pyrimidinyl)-5-chloroimidazo[4,5-b]pyridine), C(=C)[Sn](CCCC)(CCCC)CCCC (vinyltributylstannane). The reagents and catalysts are Cl[Pd]([P](C1=CC=CC=C1)(C2=CC=CC=C2)C3=CC=CC=C3)([P](C4=CC=CC=C4)(C5=CC=CC=C5)C6=CC=CC=C6)Cl (PdCl2(PPh3)2). The solvent is C=1(C(=CC=CC1)C)C (xylene). Reaction conditions: temperature 160 celsius. The yield is 141.3%. Product: ClC1=CC=C2C(=N1)N=C(N2)C2=CC=C(C=C2)F (5-Chloro-2-(4-fluorophenyl)imidazo-[4,5-b]pyridine). Reaction SMILES: [F:1][C:2]1[CH:7]=[CH:6][C:5]([C:8]2[N:9](C3C=CN=C(NC4CCCC4)N=3)[C:10]3[C:11]([N:17]=2)=[N:12][C:13]([Cl:16])=[CH:14][CH:15]=3)=[CH:4][CH:3]=1.C([Sn](CCCC)(CCCC)CCCC)=C>C1(C)C(C)=CC=CC=1.Cl[Pd](Cl)([P](C1C=CC=CC=1)(C1C=CC=CC=1)C1C=CC=CC=1)[P](C1C=CC=CC=1)(C1C=CC=CC=1)C1C=CC=CC=1>[Cl:16][C:13]1[N:12]=[C:11]2[N:17]=[C:8]([C:5]3[CH:4]=[CH:3][C:2]([F:1])=[CH:7][CH:6]=3)[NH:9][C:10]2=[CH:15][CH:14]=1 |^1:55,74|. Reaction SMILES: [CH2:36]1[O:37][CH2:38][CH2:39][CH2:40]1.[CH3:41][CH2:42][O:43][C:44]([CH3:45])=[O:46].[Cl:4][c:5]1[c:6]([C:12](=[O:13])[NH:14][CH:15]2[CH2:16][CH2:17][N:18]([c:21]3[n:22][c:23]([C:31](=[O:32])[O:33][CH3:34])[cH:24][c:25]4[cH:26][cH:27][cH:28][cH:29][c:30]34)[CH2:19][CH2:20]2)[nH:7][c:8]([CH3:11])[c:9]1[Cl:10].[ClH:35].[Na+:3].[OH-:2].[OH2:1]>>[Cl:4][c:5]1[c:6]([C:12](=[O:13])[NH:14][CH:15]2[CH2:16][CH2:17][N:18]([c:21]3[n:22][c:23]([C:31](=[O:32])[OH:33])[cH:24][c:25]4[cH:26][cH:27][cH:28][cH:29][c:30]34)[CH2:19][CH2:20]2)[nH:7][c:8]([CH3:11])[c:9]1[Cl:10]. Yields the product Cc1[nH]c(C(=O)NC2CCN(c3nc(C(=O)O)cc4ccccc34)CC2)c(Cl)c1Cl. Reactants: C1CCOC1, CCOC(C)=O, COC(=O)c1cc2ccccc2c(N2CCC(NC(=O)c3[nH]c(C)c(Cl)c3Cl)CC2)n1, Cl, [Na+], [OH-], O.